This data is from the Open Reaction Database (ORD), a public repository of structured organic reaction records. The task is: describe an organic reaction: reactants, conditions, products, and yield Reactants: Cl (hydrochloric acid), Cl (hydrogen chloride), COC=1C=C(C=C(C1OC)OC)C (3,4,5-trimethoxytoluene), COC1=C(C(=O)Cl)C(=CC=C1)C (2-Methoxy-6-methylbenzoyl Chloride), [Cl-].[Al+3].[Cl-].[Cl-] (aluminium chloride). Solvent: C(C)(=O)OCC (ethyl acetate), ClCCl (dichloromethane). Reaction conditions: temperature 0 celsius. Yields the product CC1=CC=CC(=C1C(=O)C1=C(C(=C(C=C1C)OC)OC)OC)OC (6,6'-dimethyl-2,2',3',4'-tetramethoxy-benzophenone). Reaction SMILES: [CH3:1][O:2][C:3]1[CH:4]=[C:5]([CH3:13])[CH:6]=[C:7]([O:11][CH3:12])[C:8]=1[O:9][CH3:10].[CH3:14][O:15][C:16]1[CH:24]=[CH:23][CH:22]=[C:21]([CH3:25])[C:17]=1[C:18](Cl)=[O:19].[Cl-].[Al+3].[Cl-].[Cl-].Cl>C(OCC)(=O)C.ClCCl>[CH3:25][C:21]1[C:17]([C:18]([C:4]2[C:5]([CH3:13])=[CH:6][C:7]([O:11][CH3:12])=[C:8]([O:9][CH3:10])[C:3]=2[O:2][CH3:1])=[O:19])=[C:16]([O:15][CH3:14])[CH:24]=[CH:23][CH:22]=1 |f:2.3.4.5|. Reported procedure: A mixture of 3,4,5-trimethoxytoluene (1.86 g; 10.2 mmol), 1B (10.2 mmol), aluminium chloride (1.33 g, 10 mmol) and dichloromethane (20 ml) is stirred at 0° C. The reaction sets up at 0° C. with formation of hydrogen chloride. Subsequently, the reaction mixture is stirred for another 4 hours at room temperature. A mixture of dilute hydrochloric acid and ethyl acetate (1:1 v/v; 100 ml) is then slowly added at 0° C. The organic phase is concentrated and the residue is recrystallized from methanol. ... Starting materials: CCO, Cl, NO, [Na+], [OH-], COc1cccc(CC(=O)c2ccccc2)c1. Yields the product COc1cccc(CC(=NO)c2ccccc2)c1. RXN SMILES: [CH3:23][CH2:24][OH:25].[ClH:1].[NH2:2][OH:3].[Na+:22].[OH-:21].[c:4]1([C:10]([CH2:11][c:12]2[cH:13][c:14]([O:18][CH3:19])[cH:15][cH:16][cH:17]2)=[O:20])[cH:5][cH:6][cH:7][cH:8][cH:9]1>>[N:2]([OH:3])=[C:10]([c:4]1[cH:5][cH:6][cH:7][cH:8][cH:9]1)[CH2:11][c:12]1[cH:13][c:14]([O:18][CH3:19])[cH:15][cH:16][cH:17]1. Starting materials: C1(=CC=CC=C1)S(=O)(=O)N1N=CC2=C(C=C(C(=C12)OC)Cl)C (1-Benzenesulfonyl-6-chloro-7-methoxy-4-methyl-1H-indazole), BrN1C(CCC1=O)=O (N-bromosuccinimide), C(C1=CC=CC=C1)(=O)OOC(C1=CC=CC=C1)=O (benzoyl peroxide). The solvent is C(Cl)(Cl)(Cl)Cl (carbon tetrachloride). The product is C1(=CC=CC=C1)S(=O)(=O)N1N=CC2=C(C=C(C(=C12)OC)Cl)CBr (1-benzenesulfonyl-4-bromomethyl-6-chloro-7-methoxy-1H-indazole). As a reaction SMILES: [C:1]1([S:7]([N:10]2[C:18]3[C:13](=[C:14]([CH3:22])[CH:15]=[C:16]([Cl:21])[C:17]=3[O:19][CH3:20])[CH:12]=[N:11]2)(=[O:9])=[O:8])[CH:6]=[CH:5][CH:4]=[CH:3][CH:2]=1.[Br:23]N1C(=O)CCC1=O.C(OOC(=O)C1C=CC=CC=1)(=O)C1C=CC=CC=1>C(Cl)(Cl)(Cl)Cl>[C:1]1([S:7]([N:10]2[C:18]3[C:13](=[C:14]([CH2:22][Br:23])[CH:15]=[C:16]([Cl:21])[C:17]=3[O:19][CH3:20])[CH:12]=[N:11]2)(=[O:9])=[O:8])[CH:2]=[CH:3][CH:4]=[CH:5][CH:6]=1. Procedure details: 1-Benzenesulfonyl-6-chloro-7-methoxy-4-methyl-1H-indazole (2.45 g, 7.3 mmol), recrystallized N-bromosuccinimide (1.36 g, 7.6 mmol) and benzoyl peroxide (90 mg, 0.37 mmol) are dissolved in carbon tetrachloride (25 mL). The reaction is degassed and then placed in a 80° C. bath. The reaction is heated (about 2 h) until no starting material remains by TLC analysis (PhMe). The reaction is cooled, diluted with EtOAc, and washed with water. The solution is dried with MgSO4, concentrated and purified by... The reactants are C12CN(CC(CC1)O2)C2=CC(=C1N=CC=NC1=C2)NC2CCC(CC2)NC(OC(C)(C)C)=O (tert-butyl (4-((7-(8-oxa-3-azabicyclo[3.2.1]octan-3-yl)quinoxalin-5-yl)amino)cyclohexyl)carbamate), C(=O)(C(F)(F)F)O (TFA). Run in C(Cl)Cl (CH2Cl2). Reaction conditions: time 2 hour. Yields the product C12CN(CC(CC1)O2)C2=CC(=C1N=CC=NC1=C2)NC2CCC(CC2)N (N1-(7-(8-oxa-3-azabicyclo[3.2.1]octan-3-yl)quinoxalin-5-yl)cyclohexane-1,4-diamine), FC(C(=O)[O-])(F)F (trifluoroacetate). Reaction SMILES: [CH:1]12[O:8][CH:5]([CH2:6][CH2:7]1)[CH2:4][N:3]([C:9]1[CH:18]=[C:17]3[C:12]([N:13]=[CH:14][CH:15]=[N:16]3)=[C:11]([NH:19][CH:20]3[CH2:25][CH2:24][CH:23]([NH:26]C(=O)OC(C)(C)C)[CH2:22][CH2:21]3)[CH:10]=1)[CH2:2]2.[C:34]([OH:40])([C:36]([F:39])([F:38])[F:37])=[O:35]>C(Cl)Cl>[CH:5]12[O:8][CH:1]([CH2:7][CH2:6]1)[CH2:2][N:3]([C:9]1[CH:18]=[C:17]3[C:12]([N:13]=[CH:14][CH:15]=[N:16]3)=[C:11]([NH:19][CH:20]3[CH2:25][CH2:24][CH:23]([NH2:26])[CH2:22][CH2:21]3)[CH:10]=1)[CH2:4]2.[F:37][C:36]([F:39])([F:38])[C:34]([O-:40])=[O:35]. Procedure details: As shown in step 4-iii of Scheme 4, to a solution of compound 1007 (141 mg, 0.295 mmol) in CH2Cl2 (2.5 mL) was added TFA (656 mg, 443 μL, 5.75 mmol) at RT. The resulting black solution was stirred for 2 hours and then the reaction was quenched by the addition of saturated NaHCO3 until the black color gradually turned into an orange color. The reaction mixture was extracted with CH2Cl2 (3×) and the combined organic extracts were dried over Na2SO4 and evaporated to dryness to provide N1-(7-(8-oxa-... Run in CCOCC (ether), C(C)(=O)OCC.C1=CC=CC=C1 (ethyl acetate benzene), O (water), CCOCC (ether). Reactants: [NH4+].[Cl-] (NH4Cl), O=C(/C=C/C1C(C1)(C(=O)OCC)C(=O)OCC)CCCCC (Diethyl trans-2-(3-oxo-1-octenyl)cyclopropane-1,1-dicarboxylate), lower alkyl magnesium halide, C[Mg]I (methyl magnesium iodide), [Mg] (magnesium), CI (methyl iodide). Procedure: A solution of the lower alkyl magnesium halide, methyl magnesium iodide, prepared from 24.31 g of magnesium turnings and 157 g of methyl iodide in 1000 ml of ether, is cooled to -70°. Diethyl trans-2-(3-oxo-1-octenyl)cyclopropane-1,1-dicarboxylate (124.2 g); described in Example 3, in 600 ml ether is added slowly taking care that reaction mixture temperature does not exceed -45°. The mixture is stirred 75 min. at the temperature range -50° to -45°. Aqueous saturated NH4Cl solution is added slowl... Reaction conditions: time 75 minute. Reaction SMILES: C[Mg]I.[Mg].[CH3:5]I.[O:7]=[C:8]([CH2:24][CH2:25][CH2:26][CH2:27][CH3:28])/[CH:9]=[CH:10]/[CH:11]1[CH2:13][C:12]1([C:19]([O:21][CH2:22][CH3:23])=[O:20])[C:14]([O:16][CH2:17][CH3:18])=[O:15].[NH4+].[Cl-]>CCOCC.O.C(OCC)(=O)C.C1C=CC=CC=1>[OH:7][C:8]([CH3:5])([CH2:24][CH2:25][CH2:26][CH2:27][CH3:28])/[CH:9]=[CH:10]/[CH:11]1[CH2:13][C:12]1([C:14]([O:16][CH2:17][CH3:18])=[O:15])[C:19]([O:21][CH2:22][CH3:23])=[O:20] |f:4.5,8.9|. The product is OC(/C=C/C1C(C1)(C(=O)OCC)C(=O)OCC)(CCCCC)C (Diethyl trans-2-(3-hydroxy-3-methyl-1-octenyl)cyclopropane-1,1-dicarboxylate). Run in CCCCCC (hexane), COC(C)(C)C (tert-butyl methyl ether), O1CCCC1 (tetrahydrofuran). Procedure: Under argon) a solution of 75 g (268 mmol) 2,2-dimethyl-N-(6-thiomorpholin-4-yl-pyridin-3-yl)-propionamide, 187 g (1.61 mol) N,N,N′,N′-tetramethylethylenediamine and 85 g (604 mmol) 2,2,6,6,-tetramethylpiperidine in 750 ml tetrahydrofuran was cooled to −65° C. in a dry ice bath. Within 30 min, 805 ml (1.29 mol) of a 1.6 N n-butyllithium solution in hexane were added dropwise. The reaction mixture was allowed to warm up to −15° C. and was stirred for 3 h at this temperature. After cooling again t... Reactants: C(CCC)[Li] (n-butyllithium), O.O.O.O.O.S(=S)(=O)([O-])[O-].[Na+].[Na+] (sodium thiosulfate pentahydrate), II (iodine), CC(C(=O)NC=1C=NC(=CC1)N1CCSCC1)(C)C (2,2-dimethyl-N-(6-thiomorpholin-4-yl-pyridin-3-yl)-propionamide), CN(CCN(C)C)C (N,N,N′,N′-tetramethylethylenediamine), CC1(NC(CCC1)(C)C)C (2,2,6,6,-tetramethylpiperidine). Run at temperature -15 celsius, time 30 minute. RXN SMILES: [CH3:1][C:2]([CH3:19])([CH3:18])[C:3]([NH:5][C:6]1[CH:7]=[N:8][C:9]([N:12]2[CH2:17][CH2:16][S:15][CH2:14][CH2:13]2)=[CH:10][CH:11]=1)=[O:4].CN(C)CCN(C)C.CC1(C)CCCC(C)(C)N1.C([Li])CCC.[I:43]I.O.O.O.O.O.S([O-])([O-])(=O)=S.[Na+].[Na+]>O1CCCC1.CCCCCC.COC(C)(C)C>[I:43][C:11]1[CH:10]=[C:9]([N:12]2[CH2:17][CH2:16][S:15][CH2:14][CH2:13]2)[N:8]=[CH:7][C:6]=1[NH:5][C:3](=[O:4])[C:2]([CH3:19])([CH3:18])[CH3:1] |f:5.6.7.8.9.10.11.12|. Yield: 63.4%. The product is IC1=C(C=NC(=C1)N1CCSCC1)NC(C(C)(C)C)=O (N-(4-Iodo-6-thiomorpholin-4-yl-pyridin-3-yl)-2,2-dimethyl-propionamide). Starting materials: ClC=1C2=C(N=CN1)NC=C2 (4-chloro-7H-pyrrolo[2,3-d]pyrimidine), C(#N)CC1(CN(C1)C(=O)OC(C)(C)C)N1N=CC(=C1)B1OC(C(O1)(C)C)(C)C (tert-Butyl 3-(cyanomethyl)-3-(4-(4,4,5,5-tetramethyl-1,3,2-dioxaborolan-2-yl)-1H-pyrazol-1-yl)azetidine-1-carboxylate), [F-].[Cs+] (cesium fluoride), C(C)(C)(C)O (tert-butanol). The reagents and catalysts are C1CCC(CC1)P(C2CCCCC2)[C]3[CH][CH][CH][CH]3.C1CCC(CC1)P(C2CCCCC2)[C]3[CH][CH][CH][CH]3.Cl[Pd]Cl.[Fe] ([1,1′-bis(di-cyclohexylphosphino)ferrocene]dichloropalladium(II)). The solvent is O (water). Run at temperature 50 celsius, time 2 hour. Yields the product N1=CN=C(C2=C1NC=C2)C=2C=NN(C2)C2(CN(C2)C(=O)OC(C)(C)C)CC#N (tert-Butyl 3-(4-(7H-pyrrolo[2,3-d]pyrimidin-4-yl)-1H-pyrazol-1-yl)-3-(cyanomethyl)-azetidine-1-carboxylate). The yield is 99.0%. As a reaction SMILES: Cl[C:2]1[C:3]2[CH:10]=[CH:9][NH:8][C:4]=2[N:5]=[CH:6][N:7]=1.[C:11]([CH2:13][C:14]1([N:25]2[CH:29]=[C:28](B3OC(C)(C)C(C)(C)O3)[CH:27]=[N:26]2)[CH2:17][N:16]([C:18]([O:20][C:21]([CH3:24])([CH3:23])[CH3:22])=[O:19])[CH2:15]1)#[N:12].[F-].[Cs+].C(O)(C)(C)C>C1CCC(P([C]2[CH][CH][CH][CH]2)C2CCCCC2)CC1.C1CCC(P([C]2[CH][CH][CH][CH]2)C2CCCCC2)CC1.Cl[Pd]Cl.[Fe].O>[N:5]1[C:4]2[NH:8][CH:9]=[CH:10][C:3]=2[C:2]([C:28]2[CH:27]=[N:26][N:25]([C:14]3([CH2:13][C:11]#[N:12])[CH2:15][N:16]([C:18]([O:20][C:21]([CH3:22])([CH3:23])[CH3:24])=[O:19])[CH2:17]3)[CH:29]=2)=[N:7][CH:6]=1 |f:2.3,5.6.7.8,^1:50,51,52,53,54,68,69,70,71,72|. Procedure: To a 1-L flask equipped with a nitrogen inlet, a thermocouple, and a mechanical stirrer were added 4-chloro-7H-pyrrolo[2,3-d]pyrimidine (4, 39.6 g, 257.6 mmol), tert-butyl 3-(cyanomethyl)-3-(4-(4,4,5,5-tetramethyl-1,3,2-dioxaborolan-2-yl)-1H-pyrazol-1-yl)azetidine-1-carboxylate (3, 100 g, 257.6 mmol, 1.0 equiv), cesium fluoride (136.9 g, 901.4 mmol, 3.5 equiv), tert-butanol (250 mL), water (250 mL), and [1,1′-bis(di-cyclohexylphosphino)ferrocene]dichloropalladium(II) (Pd-127, 351.4 mg, 0.46 mmol... Starting materials: CNS(=O)(=O)c1cccc(CN)c1, CCN(C(C)C)C(C)C, O=C(O)c1cnc(-c2cc(F)cc(F)c2)nc1, CN(C)C=O. The product is CNS(=O)(=O)c1cccc(CNC(=O)c2cnc(-c3cc(F)cc(F)c3)nc2)c1. RXN SMILES: [CH3:27][NH:28][S:29](=[O:30])(=[O:31])[c:32]1[cH:33][c:34]([CH2:35][NH2:36])[cH:37][cH:38][cH:39]1.[CH:18]([N:19]([CH:20]([CH3:21])[CH3:22])[CH2:23][CH3:24])([CH3:25])[CH3:26].[F:1][c:2]1[cH:3][c:4](-[c:9]2[n:10][cH:11][c:12]([C:15](=[O:16])[OH:17])[cH:13][n:14]2)[cH:5][c:6]([F:8])[cH:7]1.[O:40]=[CH:41][N:42]([CH3:43])[CH3:44]>>[F:1][c:2]1[cH:3][c:4](-[c:9]2[n:10][cH:11][c:12]([C:15](=[O:17])[NH:36][CH2:35][c:34]3[cH:33][c:32]([S:29]([NH:28][CH3:27])(=[O:30])=[O:31])[cH:39][cH:38][cH:37]3)[cH:13][n:14]2)[cH:5][c:6]([F:8])[cH:7]1. The reactants are OC1(C(COC2=C1C=CC(=C2)OCOC)C2=CC=C(C=C2)OCOC)C2=CC=C(C=C2)OCCCCCSCCCC(C(F)(F)F)(F)F (4-Hydroxy-7-methoxymethyloxy-3-[4-(methoxymethyloxy)phenyl]4-[4-(5-(4,4,5,5,5-pentafluoropentylthio)pentyloxy)phenyl]-2,3-dihydro-4H-benzopyran), C1(=CC=C(C=C1)S(=O)(=O)[O-])C.[NH+]1=CC=CC=C1 (pyridinium p-toluenesulfonate), O (water). Solvent: CO (methanol). Yields the product OC1=CC2=C(C(=C(CO2)C2=CC=C(C=C2)O)C2=CC=C(C=C2)OCCCCCSCCCC(C(F)(F)F)(F)F)C=C1 (7-hydroxy-3-(4-hydroxyphenyl)-4-[4-(5-(4,4,5,5,5-pentafluoropentylthio)pentyloxy)phenyl]-2H-benzopyran). Reaction SMILES: O[C:2]1([C:26]2[CH:31]=[CH:30][C:29]([O:32][CH2:33][CH2:34][CH2:35][CH2:36][CH2:37][S:38][CH2:39][CH2:40][CH2:41][C:42]([F:48])([F:47])[C:43]([F:46])([F:45])[F:44])=[CH:28][CH:27]=2)[C:7]2[CH:8]=[CH:9][C:10]([O:12]COC)=[CH:11][C:6]=2[O:5][CH2:4][CH:3]1[C:16]1[CH:21]=[CH:20][C:19]([O:22]COC)=[CH:18][CH:17]=1.C1(C)C=CC(S([O-])(=O)=O)=CC=1.[NH+]1C=CC=CC=1.O>CO>[OH:12][C:10]1[CH:9]=[CH:8][C:7]2[C:2]([C:26]3[CH:27]=[CH:28][C:29]([O:32][CH2:33][CH2:34][CH2:35][CH2:36][CH2:37][S:38][CH2:39][CH2:40][CH2:41][C:42]([F:48])([F:47])[C:43]([F:44])([F:45])[F:46])=[CH:30][CH:31]=3)=[C:3]([C:16]3[CH:17]=[CH:18][C:19]([OH:22])=[CH:20][CH:21]=3)[CH2:4][O:5][C:6]=2[CH:11]=1 |f:1.2|. Procedure: 4-Hydroxy-7-methoxymethyloxy-3-[4-(methoxymethyloxy)phenyl]4-[4-(5-(4,4,5,5,5-pentafluoropentylthio)pentyloxy)phenyl]-2,3-dihydro-4H-benzopyran (220 mg, 0.3 mmol) and pyridinium p-toluenesulfonate (789 mg, 3 mmol) were dissolved in methanol (8 mg) and then refluxed for 8 hours. The reaction solution was cooled to room temperature and, after adding water, extracted with ethyl acetate. The organic layer was dried over anhydrous magnesium sulfate, filtered and then concentrated under reduced pressu... Reactants: CCO, NC1CCC(N)CC1, Clc1cc(I)cc(Cl)n1, O. Product: NC1CCC(Nc2cc(I)cc(Cl)n2)CC1. Reaction SMILES: [CH3:19][CH2:20][OH:21].[CH:10]1([NH2:17])[CH2:11][CH2:12][CH:13]([NH2:16])[CH2:14][CH2:15]1.[Cl:1][c:2]1[n:3][c:4]([Cl:9])[cH:5][c:6]([I:8])[cH:7]1.[OH2:18]>>[c:2]1([NH:16][CH:13]2[CH2:12][CH2:11][CH:10]([NH2:17])[CH2:15][CH2:14]2)[n:3][c:4]([Cl:9])[cH:5][c:6]([I:8])[cH:7]1.